describe an organic reaction: reactants, conditions, products, and yield From a dataset of the Open Reaction Database (ORD), a public repository of structured organic reaction records. The reactants are CC(=O)[O-], CO, [NH4+], C=CC1CCC(=O)C1C(=O)OCC. Product: C=CC1CCC(N)=C1C(=O)OCC. RXN SMILES: [CH3:15][C:16](=[O:17])[O-:18].[CH3:19][OH:20].[NH4+:14].[O:1]=[C:2]1[CH:3]([C:9](=[O:10])[O:11][CH2:12][CH3:13])[CH:4]([CH:7]=[CH2:8])[CH2:5][CH2:6]1>>[C:2]1([NH2:14])=[C:3]([C:9](=[O:10])[O:11][CH2:12][CH3:13])[CH:4]([CH:7]=[CH2:8])[CH2:5][CH2:6]1. Starting materials: N1C(CCC1)CN1N=CC(=C1)NC(=O)C=1N=COC1C=1C=C(C=CC1)C (rac-N-(1-(pyrrolidin-2-ylmethyl)-1H-pyrazol-4-yl)-5-(m-tolyl)oxazole-4-carboxamide), ClC1=NC(=CC(=N1)OC)OC (2-chloro-4,6-dimethoxypyrimidine), C(=O)([O-])[O-].[Cs+].[Cs+] (Cs2CO3). Run in CC#N (MeCN), C(Cl)Cl (DCM). Yields the product COC1=NC(=NC(=C1)OC)N1C(CCC1)CN1N=CC(=C1)NC(=O)C=1N=COC1C=1C=C(C=CC1)C (rac-N-(1-((1-(4,6-dimethoxypyrimidin-2-yl)pyrrolidin-2-yl)methyl)-1H-pyrazol-4-yl)-5-(m-tolyl)oxazole-4-carboxamide). Isolated yield 55.2%. As a reaction SMILES: [NH:1]1[CH2:5][CH2:4][CH2:3][CH:2]1[CH2:6][N:7]1[CH:11]=[C:10]([NH:12][C:13]([C:15]2[N:16]=[CH:17][O:18][C:19]=2[C:20]2[CH:21]=[C:22]([CH3:26])[CH:23]=[CH:24][CH:25]=2)=[O:14])[CH:9]=[N:8]1.Cl[C:28]1[N:33]=[C:32]([O:34][CH3:35])[CH:31]=[C:30]([O:36][CH3:37])[N:29]=1.C([O-])([O-])=O.[Cs+].[Cs+]>CC#N.C(Cl)Cl>[CH3:37][O:36][C:30]1[CH:31]=[C:32]([O:34][CH3:35])[N:33]=[C:28]([N:1]2[CH2:5][CH2:4][CH2:3][CH:2]2[CH2:6][N:7]2[CH:11]=[C:10]([NH:12][C:13]([C:15]3[N:16]=[CH:17][O:18][C:19]=3[C:20]3[CH:21]=[C:22]([CH3:26])[CH:23]=[CH:24][CH:25]=3)=[O:14])[CH:9]=[N:8]2)[N:29]=1 |f:2.3.4|. Procedure: To a microwave tube was added rac-N-(1-(pyrrolidin-2-ylmethyl)-1H-pyrazol-4-yl)-5-(m-tolyl)oxazole-4-carboxamide (40 mg, 0.11 mmol), 2-chloro-4,6-dimethoxypyrimidine (18 mg, 0.10 mmol) and Cs2CO3 (175 mg, 0.228 mmol) in MeCN (0.8 mL). The reaction mixture was irradiated at 180° C. for 30 min in the microwave, then the reaction mixture was diluted with DCM (30 mL). The organic layer was separated and washed with H2O (5 mL) and brine (5 mL). The combined organic layers were dried (MgSO4), filtered... Starting materials: COC(=O)Cc1cn(C)nc1OCc1ccc(OCc2nc(-c3ccccc3)oc2C)cc1, CCO, Cl, [Na+], C1CCOC1, [OH-]. Product: Cc1oc(-c2ccccc2)nc1COc1ccc(COc2nn(C)cc2CC(=O)O)cc1. RXN SMILES: [CH3:1][n:2]1[n:3][c:4]([O:12][CH2:13][c:14]2[cH:15][cH:16][c:17]([O:20][CH2:21][c:22]3[n:23][c:24](-[c:28]4[cH:29][cH:30][cH:31][cH:32][cH:33]4)[o:25][c:26]3[CH3:27])[cH:18][cH:19]2)[c:5]([CH2:7][C:8](=[O:9])[O:10][CH3:11])[cH:6]1.[CH3:42][CH2:43][OH:44].[ClH:41].[Na+:35].[O:36]1[CH2:37][CH2:38][CH2:39][CH2:40]1.[OH-:34]>>[CH3:1][n:2]1[n:3][c:4]([O:12][CH2:13][c:14]2[cH:15][cH:16][c:17]([O:20][CH2:21][c:22]3[n:23][c:24](-[c:28]4[cH:29][cH:30][cH:31][cH:32][cH:33]4)[o:25][c:26]3[CH3:27])[cH:18][cH:19]2)[c:5]([CH2:7][C:8](=[O:9])[OH:10])[cH:6]1. The reactants are C1CCOC1, COC(=O)c1ccc(NC(=O)c2cc(CS(=O)(=O)c3ccccc3F)cc(OC(C)C)c2)nc1, [Na+], [OH-]. Yields the product CC(C)Oc1cc(CS(=O)(=O)c2ccccc2F)cc(C(=O)Nc2ccc(C(=O)O)cn2)c1. Reaction SMILES: [CH2:3]1[O:4][CH2:5][CH2:6][CH2:7]1.[CH:8]([CH3:9])([CH3:10])[O:11][c:12]1[cH:13][c:14]([C:15](=[O:16])[NH:17][c:18]2[n:19][cH:20][c:21]([C:24](=[O:25])[O:26][CH3:27])[cH:22][cH:23]2)[cH:28][c:29]([CH2:31][S:32](=[O:33])(=[O:34])[c:35]2[c:36]([F:41])[cH:37][cH:38][cH:39][cH:40]2)[cH:30]1.[Na+:2].[OH-:1]>>[CH:8]([CH3:9])([CH3:10])[O:11][c:12]1[cH:13][c:14]([C:15](=[O:16])[NH:17][c:18]2[n:19][cH:20][c:21]([C:24](=[O:25])[OH:26])[cH:22][cH:23]2)[cH:28][c:29]([CH2:31][S:32](=[O:33])(=[O:34])[c:35]2[c:36]([F:41])[cH:37][cH:38][cH:39][cH:40]2)[cH:30]1. Starting materials: CCCCCCCCOc1ccc(B(O)O)cc1, CCO, Fc1cncc(Cl)n1, [Na+], [Na+], O=C([O-])[O-], O, c1ccccc1, c1ccc(P(c2ccccc2)(c2ccccc2)[Pd](P(c2ccccc2)(c2ccccc2)c2ccccc2)(P(c2ccccc2)(c2ccccc2)c2ccccc2)P(c2ccccc2)(c2ccccc2)c2ccccc2)cc1. Yields the product CCCCCCCCOc1ccc(-c2cncc(F)n2)cc1. As a reaction SMILES: [CH2:9]([CH2:10][CH2:11][CH2:12][CH2:13][CH2:14][CH2:15][CH3:16])[O:17][c:18]1[cH:19][cH:20][c:21]([B:24]([OH:25])[OH:26])[cH:22][cH:23]1.[CH3:33][CH2:34][OH:35].[Cl:1][c:2]1[n:3][c:4]([F:8])[cH:5][n:6][cH:7]1.[Na+:27].[Na+:28].[O-:29][C:30](=[O:31])[O-:32].[OH2:119].[cH:36]1[cH:37][cH:38][cH:39][cH:40][cH:41]1.[cH:42]1[cH:43][cH:44][c:45]([P:46]([Pd:47]([P:48]([c:49]2[cH:50][cH:51][cH:52][cH:53][cH:54]2)([c:55]2[cH:56][cH:57][cH:58][cH:59][cH:60]2)[c:61]2[cH:62][cH:63][cH:64][cH:65][cH:66]2)([P:67]([c:68]2[cH:69][cH:70][cH:71][cH:72][cH:73]2)([c:74]2[cH:75][cH:76][cH:77][cH:78][cH:79]2)[c:80]2[cH:81][cH:82][cH:83][cH:84][cH:85]2)[P:86]([c:87]2[cH:88][cH:89][cH:90][cH:91][cH:92]2)([c:93]2[cH:94][cH:95][cH:96][cH:97][cH:98]2)[c:99]2[cH:100][cH:101][cH:102][cH:103][cH:104]2)([c:105]2[cH:106][cH:107][cH:108][cH:109][cH:110]2)[c:111]2[cH:112][cH:113][cH:114][cH:115][cH:116]2)[cH:117][cH:118]1>>[c:2]1(-[c:21]2[cH:20][cH:19][c:18]([O:17][CH2:9][CH2:10][CH2:11][CH2:12][CH2:13][CH2:14][CH2:15][CH3:16])[cH:23][cH:22]2)[n:3][c:4]([F:8])[cH:5][n:6][cH:7]1. Starting materials: C(C)(C)(C)OC(NCC(C)(C)C=1NC(=C(N1)C1=CC(=C(C=C1)Cl)OC)C1=CC=NC=C1)=O ((2-(4-(4-Chloro-3-methoxy-phenyl)-5-pyridin-4-yl-1H-imidazol-2-yl)-2-methyl-propyl)-carbamic acid tert-butyl ester), FC(C(=O)O)(F)F (trifluoroacetic acid). Solvent: ClCCl (dichloromethane). Run at time 3 hour. Yields the product ClC1=C(C=C(C=C1)C=1N=C(NC1C1=CC=NC=C1)C(CN)(C)C)OC (2-(4-(4-Chloro-3-methoxy-phenyl)-5-pyridin-4-yl-1H-imidazol-2-yl)-2-methyl-propylamine). Isolated yield 67.5%. Reaction SMILES: C(OC(=O)[NH:7][CH2:8][C:9]([C:12]1[NH:13][C:14]([C:26]2[CH:31]=[CH:30][N:29]=[CH:28][CH:27]=2)=[C:15]([C:17]2[CH:22]=[CH:21][C:20]([Cl:23])=[C:19]([O:24][CH3:25])[CH:18]=2)[N:16]=1)([CH3:11])[CH3:10])(C)(C)C.FC(F)(F)C(O)=O>ClCCl>[Cl:23][C:20]1[CH:21]=[CH:22][C:17]([C:15]2[N:16]=[C:12]([C:9]([CH3:11])([CH3:10])[CH2:8][NH2:7])[NH:13][C:14]=2[C:26]2[CH:27]=[CH:28][N:29]=[CH:30][CH:31]=2)=[CH:18][C:19]=1[O:24][CH3:25]. Procedure details: A solution of Example 1 (112 mg, 0.245 mmol) in dichloromethane (2 ml) containing trifluoroacetic acid (1 ml) was stirred at room temperature for 3 hours. The solution was concentrated at reduced pressure and the residue was partitioned between saturated sodium hydrogen carbonate solution and ethyl acetate. The organic layers were then combined, washed with brine, dried over anhydrous magnesium sulphate, filtered and concentrated at reduced pressure to give the title compound (59 mg, 68%) as a s... The reactants are NC(=CC(=O)OCC)OCC (ethyl 3-amino-3-ethoxyacrylate), C(C)OCC (diethyl ether), OO (hydrogen peroxide), O(C1=CC=CC=C1)C(=O)N=C=S (phenoxycarbonylisothiocyanate). The solvent is C(C)O (ethanol). The product is C(C)OC1=NSC(=C1C(=O)OCC)NC(OC1=CC=CC=C1)=O (phenyl (3-ethoxy-4-ethoxycarbonyl-5-isothiazolyl)carbamate). The yield is 38.8%. Reaction SMILES: [NH2:1][C:2]([O:9][CH2:10][CH3:11])=[CH:3][C:4]([O:6][CH2:7][CH3:8])=[O:5].C(OCC)C.[O:17]([C:24]([N:26]=[C:27]=[S:28])=[O:25])[C:18]1[CH:23]=[CH:22][CH:21]=[CH:20][CH:19]=1.OO>C(O)C>[CH2:10]([O:9][C:2]1[C:3]([C:4]([O:6][CH2:7][CH3:8])=[O:5])=[C:27]([NH:26][C:24](=[O:25])[O:17][C:18]2[CH:19]=[CH:20][CH:21]=[CH:22][CH:23]=2)[S:28][N:1]=1)[CH3:11]. Reported procedure: A mixture of 66.1 g of ethyl 3-amino-3-ethoxyacrylate and 300 ml of diethyl ether was stirred in a 500 ml flask during the addition of 60.5 g of phenoxycarbonylisothiocyanate. A solution of 38.3 ml of 33% hydrogen peroxide (11.5 g of active H2O2) in 300 ml of ethanol was added to the reaction mixture at a rate sufficient to maintain uniform reflux. The reaction mixture was allowed to stand at ambient temperature over a weekend. The precipitate was collected by filtration and dried. The filter ca...